Dataset: the Open Reaction Database (ORD), a public repository of structured organic reaction records. Task: describe an organic reaction: reactants, conditions, products, and yield Starting materials: BrC1=CC=C(C=O)C=C1 (4-bromobenzaldehyde), C1(=CC=CC=C1)P(C1=CC=CC=C1)(C1=CC=CC=C1)=CC=O ((triphenylphosphoranylidene) acetaldehyde). The solvent is C(Cl)Cl (methylene chloride). Run at time 8 hour. Yields the product BrC1=CC=C(C=C1)C=CC=O (3-(4-bromophenyl) acrolein). Isolated yield 35.3%. RXN SMILES: [Br:1][C:2]1[CH:9]=[CH:8][C:5]([CH:6]=O)=[CH:4][CH:3]=1.C1(P(=[CH:29][CH:30]=[O:31])(C2C=CC=CC=2)C2C=CC=CC=2)C=CC=CC=1>C(Cl)Cl>[Br:1][C:2]1[CH:9]=[CH:8][C:5]([CH:6]=[CH:29][CH:30]=[O:31])=[CH:4][CH:3]=1. Reported procedure: Part A. 4-bromobenzaldehyde (9.11 gm, 49.28 mmol) and (triphenylphosphoranylidene) acetaldehyde (15.00 gm, 49.28 mmol) were combined in 250 mL of methylene chloride and stirred overnight at room temperature. The volatiles were removed under vacuum and the residue dissolved in 200 mL of EtOAc, filtered through a pad of silica gel and concentrated to dryness. The resulting residue was purified by flash chromatography on silica gel eluting hexane:ethyl acetate (3:1, v:v) to give 3-(4-bromophenyl) a... Reactants: NC1CCN(CCn2c(=O)cnc3ccc(F)cc32)CC1, O=C1COc2ccc(S(=O)(=O)Cl)cc2N1. Yields the product Cl, O=C1COc2ccc(S(=O)(=O)NC3CCN(CCn4c(=O)cnc5ccc(F)cc54)CC3)cc2N1. As a reaction SMILES: [NH2:1][CH:2]1[CH2:3][CH2:4][N:5]([CH2:8][CH2:9][n:10]2[c:11](=[O:21])[cH:12][n:13][c:14]3[cH:15][cH:16][c:17]([F:20])[cH:18][c:19]23)[CH2:6][CH2:7]1.[O:22]=[C:23]1[CH2:24][O:25][c:26]2[c:27]([cH:29][c:30]([S:33](=[O:34])(=[O:35])[Cl:36])[cH:31][cH:32]2)[NH:28]1>>[ClH:36].[NH:1]([CH:2]1[CH2:3][CH2:4][N:5]([CH2:8][CH2:9][n:10]2[c:11](=[O:21])[cH:12][n:13][c:14]3[cH:15][cH:16][c:17]([F:20])[cH:18][c:19]23)[CH2:6][CH2:7]1)[S:33]([c:30]1[cH:29][c:27]2[c:26]([cH:32][cH:31]1)[O:25][CH2:24][C:23](=[O:22])[NH:28]2)(=[O:34])=[O:35]. The reactants are CCOC(C)=O, CCO, Cl, COC(=O)c1ccc(CCCc2ccccc2)cc1Nc1ccc(F)cc1, [Na+], [OH-]. Yields the product O=C(O)c1ccc(CCCc2ccccc2)cc1Nc1ccc(F)cc1. Reaction SMILES: [CH3:34][CH2:35][O:36][C:37](=[O:38])[CH3:39].[CH3:3][CH2:4][OH:5].[ClH:33].[F:6][c:7]1[cH:8][cH:9][c:10]([NH:11][c:12]2[c:13]([C:14](=[O:15])[O:16][CH3:17])[cH:18][cH:19][c:20]([CH2:22][CH2:23][CH2:24][c:25]3[cH:26][cH:27][cH:28][cH:29][cH:30]3)[cH:21]2)[cH:31][cH:32]1.[Na+:2].[OH-:1]>>[F:6][c:7]1[cH:8][cH:9][c:10]([NH:11][c:12]2[c:13]([C:14](=[O:15])[OH:16])[cH:18][cH:19][c:20]([CH2:22][CH2:23][CH2:24][c:25]3[cH:26][cH:27][cH:28][cH:29][cH:30]3)[cH:21]2)[cH:31][cH:32]1. Starting materials: BrC(Br)(Br)Br, Cc1ccc(C(=O)NC2CC2)cc1-n1cnc2c(-c3ccc(CO)cc3)ncnc21, ClCCl, c1ccc(P(c2ccccc2)c2ccccc2)cc1. The product is Cc1ccc(C(=O)NC2CC2)cc1-n1cnc2c(-c3ccc(CBr)cc3)ncnc21. Reaction SMILES: [C:31]([Br:32])([Br:33])([Br:34])[Br:35].[CH:1]1([NH:4][C:5]([c:6]2[cH:7][c:8](-[n:13]3[c:14]4[n:15][cH:16][n:17][c:18](-[c:22]5[cH:23][cH:24][c:25]([CH2:28][OH:29])[cH:26][cH:27]5)[c:19]4[n:20][cH:21]3)[c:9]([CH3:12])[cH:10][cH:11]2)=[O:30])[CH2:2][CH2:3]1.[Cl:55][CH2:56][Cl:57].[c:36]1([P:37]([c:38]2[cH:39][cH:40][cH:41][cH:42][cH:43]2)[c:44]2[cH:45][cH:46][cH:47][cH:48][cH:49]2)[cH:50][cH:51][cH:52][cH:53][cH:54]1>>[CH:1]1([NH:4][C:5]([c:6]2[cH:7][c:8](-[n:13]3[c:14]4[n:15][cH:16][n:17][c:18](-[c:22]5[cH:23][cH:24][c:25]([CH2:28][Br:32])[cH:26][cH:27]5)[c:19]4[n:20][cH:21]3)[c:9]([CH3:12])[cH:10][cH:11]2)=[O:30])[CH2:2][CH2:3]1. Starting materials: ClC(CCC(=O)Cl)(F)F (4-chloro-4,4-difluoro-butyric acid chloride), NC1=NC=CC=C1 (2-aminopyridine), N1=CC=CC=C1 (pyridine). The solvent is C1(=CC=CC=C1)C (toluene), C(C)OCC (diethyl ether). Reaction conditions: time 16 hour. Product: ClC(CCC(=O)NC1=NC=CC=C1)(F)F (4-Chloro-4,4-difluoro-N-pyrid-2-yl-butyric acid amide). As a reaction SMILES: [Cl:1][C:2]([F:9])([F:8])[CH2:3][CH2:4][C:5](Cl)=[O:6].[NH2:10][C:11]1[CH:16]=[CH:15][CH:14]=[CH:13][N:12]=1.N1C=CC=CC=1>C1(C)C=CC=CC=1.C(OCC)C>[Cl:1][C:2]([F:9])([F:8])[CH2:3][CH2:4][C:5]([NH:10][C:11]1[CH:16]=[CH:15][CH:14]=[CH:13][N:12]=1)=[O:6]. Procedure details: 4.0 g of 4-chloro-4,4-difluoro-butyric acid chloride are added dropwise at 0° over a period of half an hour to a solution of 2.13 g of 2-aminopyridine and 4.47 g of pyridine in 50 ml of toluene. The reaction mixture is stirred for 16 hours at room temperature, diluted with 150 ml of diethyl ether, washed in succession with saturated NaHCO3 solution and saturated NaCl solution, dried over MgSO4, and concentrated by evaporation. The residue is recrystallised from toluene/hexane to give the title c... Starting materials: ClC1=NC2=C(C=CC=C2C=C1C=O)OC (2-chloro-8-methoxyquinoline-3-carbaldehyde), FC=1C=C(C=CC1)B(O)O (3-fluorobenzeneboronic acid), tetrakis(tri-phenylphosphine)palladium, C(=O)(O)O (sodium carbonate anhydrous). Solvent: CC#N.O (CH3CN—H2O). Run at temperature 100 celsius, time 3 hour. Yields the product FC=1C=C(C=CC1)C1=NC2=C(C=CC=C2C=C1C=O)OC (2-(3-fluorophenyl)-8-methoxyquinoline-3-carbaldehyde). RXN SMILES: Cl[C:2]1[C:11]([CH:12]=[O:13])=[CH:10][C:9]2[C:4](=[C:5]([O:14][CH3:15])[CH:6]=[CH:7][CH:8]=2)[N:3]=1.[F:16][C:17]1[CH:18]=[C:19](B(O)O)[CH:20]=[CH:21][CH:22]=1.C(O)(O)=O>CC#N.O>[F:16][C:17]1[CH:22]=[C:21]([C:2]2[C:11]([CH:12]=[O:13])=[CH:10][C:9]3[C:4](=[C:5]([O:14][CH3:15])[CH:6]=[CH:7][CH:8]=3)[N:3]=2)[CH:20]=[CH:19][CH:18]=1 |f:3.4|. Reported procedure: A mixture of 2-chloro-8-methoxyquinoline-3-carbaldehyde (1.8583 g, 8.384 mmol), 3-fluorobenzeneboronic acid (1.290 g, 9.223 mmol), tetrakis(tri-phenylphosphine)palladium (0.4844 g, 0.4192 mmol), and sodium carbonate anhydrous (4.443 g, 41.92 mmol) in 76 mL of CH3CN—H2O (3:1) was stirred at 100° C. After 3 h, the mixture was cooled to room temperature and partitioned between EtOAc (200 mL) and water (100 mL). The organic layer was washed with brine (100 mL×2), dried over Na2SO4, filtered, and con... The reactants are CCOC(=O)c1cc(C)nc(NC(C)C)n1, CO, N. The product is Cc1cc(C(N)=O)nc(NC(C)C)n1. Reaction SMILES: [CH2:1]([O:3][C:4](=[O:2])[c:6]1[n:7][c:8]([NH:13][CH:14]([CH3:15])[CH3:16])[n:9][c:10]([CH3:12])[cH:11]1)[CH3:5].[CH3:18][OH:19].[NH3:17]>>[O:3]=[C:4]([c:6]1[n:7][c:8]([NH:13][CH:14]([CH3:15])[CH3:16])[n:9][c:10]([CH3:12])[cH:11]1)[NH2:17]. The product is C1(CCCCC1)C=1C=C2C(NS(=O)(=O)C2=CC1)=O (5-Cyclohexyl Saccharin). Reaction SMILES: C([S:5]([NH:8][C:9]1C=C[C:15]([CH:18]2CCCCC2)=[CH:14][C:10]=1[C:11](O)=O)(=[O:7])=[O:6])(C)(C)C.O.C1(C)C(S(O)(=O)=[O:32])=CC=CC=1.O.[C:37]1([CH3:43])[CH:42]=[CH:41][CH:40]=[CH:39][CH:38]=1>>[CH:37]1([C:43]2[CH:11]=[C:10]3[C:14](=[CH:15][CH:18]=2)[S:5](=[O:7])(=[O:6])[NH:8][C:9]3=[O:32])[CH2:42][CH2:41][CH2:40][CH2:39][CH2:38]1 |f:1.2|. Reported procedure: The sulfonamido benzoic acid obtained from Example IV is stirred in toluene under argon atmosphere in a flask equipped with a Dean-Strark trap. Toluenesulfonic acid monohydrate (5 mol%) is added and the reaction mixture is warmed to reflux. When no further co-distillation of water is observed, the reaction mixture is cooled to room temperature and concentrated using a rotary evaporator. The resulting crude semi-solid oil is dissolved in a minimum amount of ethyl acetate at the boiling point and ... The reactants are O.C=1(C(=CC=CC1)S(=O)(=O)O)C (Toluenesulfonic acid monohydrate), C(C)(C)(C)S(=O)(=O)NC1=C(C(=O)O)C=C(C=C1)C1CCCCC1 (2-(t-Butylsulfonamido)-5-Cyclohexylbenzoic Acid), C1(=CC=CC=C1)C (toluene), O (water).